Dataset: the Open Reaction Database (ORD), a public repository of structured organic reaction records. Task: describe an organic reaction: reactants, conditions, products, and yield The reactants are CO, COC(=O)c1ccc(SC)c([N+](=O)[O-])c1. The product is COC(=O)c1ccc(SC)c(N)c1. RXN SMILES: [CH3:16][OH:17].[CH3:1][S:2][c:3]1[c:4]([N+:13]([O-:14])=[O:15])[cH:5][c:6]([C:7](=[O:8])[O:9][CH3:10])[cH:11][cH:12]1>>[CH3:1][S:2][c:3]1[c:4]([NH2:13])[cH:5][c:6]([C:7](=[O:8])[O:9][CH3:10])[cH:11][cH:12]1. Starting materials: COC(C1=CN=C(C(=C1)Br)Cl)=O (5-bromo-6-chloro-nicotinic acid methyl ester), N[C@@H](CC(C)C)CO ((S)-(+)-leucinol), N1CCCC1 (pyrrolidine), COC1=CC=C(C=C1)B(O)O (4-methoxyphenyl-boronic acid). Product: OC[C@H](CC(C)C)NC(C1=CN=C(C(=C1)C1=CC=C(C=C1)OC)N1CCCC1)=O (N—((S)-1-Hydroxymethyl-3-methyl-butyl)-5-(4-methoxy-phenyl)-6-pyrrolidin-1-yl-nicotinamide). RXN SMILES: CO[C:3](=[O:12])[C:4]1[CH:9]=[C:8](Br)[C:7](Cl)=[N:6][CH:5]=1.[NH:13]1[CH2:17][CH2:16][CH2:15][CH2:14]1.[CH3:18][O:19][C:20]1[CH:25]=[CH:24][C:23](B(O)O)=[CH:22][CH:21]=1.[NH2:29][C@H:30]([CH2:35][OH:36])[CH2:31][CH:32]([CH3:34])[CH3:33]>>[OH:36][CH2:35][C@@H:30]([NH:29][C:3](=[O:12])[C:4]1[CH:9]=[C:8]([C:23]2[CH:24]=[CH:25][C:20]([O:19][CH3:18])=[CH:21][CH:22]=2)[C:7]([N:13]2[CH2:17][CH2:16][CH2:15][CH2:14]2)=[N:6][CH:5]=1)[CH2:31][CH:32]([CH3:34])[CH3:33]. Reported procedure: The title compound was synthesized in analogy to the procedure described for the preparation of Example 43, using 5-bromo-6-chloro-nicotinic acid methyl ester, pyrrolidine (commercially available), 4-methoxyphenyl-boronic acid (commercially available) and (S)-(+)-leucinol (commercially available) as starting materials. MS (ISP): 398.2 (M+H+). Starting materials: CS(=NC(=S)N)(C(C)C=1C=NC(=CC1)C(F)(F)F)=O (N-(methyl(oxo){1-[6-(trifluoromethyl)-3-pyridinyl]ethyl}-λ6-sulfanylidene)thiourea), BrC1C(C=2C(=NON2)CC1)=O (5-bromo-6,7-dihydrobenzo[c][1,2,5]oxadiazol-4(5H)-one). Run in CCO (EtOH). Conditions: time 2 hour. The product is CS(C(C)C=1C=NC(=CC1)C(F)(F)F)(=O)=NC=1SC=2CCC=3C(=NON3)C2N1 (7-[(methyl(oxo){1-[6-(trifluoromethyl)-3-pyridinyl]ethyl}-λ6-sulfanylidene)amino]-4,5-dihydro[1,3]thiazolo[4,5-e][2,1,3]-benzoxadiazole), crystals. Isolated yield 50.8%. RXN SMILES: [CH3:1][S:2](=[O:19])([CH:7]([C:9]1[CH:10]=[N:11][C:12]([C:15]([F:18])([F:17])[F:16])=[CH:13][CH:14]=1)[CH3:8])=[N:3][C:4]([NH2:6])=[S:5].Br[CH:21]1[CH2:29][CH2:28][C:24]2=[N:25][O:26][N:27]=[C:23]2[C:22]1=O>CCO>[CH3:1][S:2](=[N:3][C:4]1[S:5][C:29]2[CH2:21][CH2:22][C:23]3[C:24]([C:28]=2[N:6]=1)=[N:25][O:26][N:27]=3)(=[O:19])[CH:7]([C:9]1[CH:10]=[N:11][C:12]([C:15]([F:17])([F:18])[F:16])=[CH:13][CH:14]=1)[CH3:8]. Procedure details: N-(methyl(oxo){1-[6-(trifluoromethyl)-3-pyridinyl]ethyl}-λ6-sulfanylidene)thiourea (J) (100 mg, 0.321 mmol) and 5-bromo-6,7-dihydrobenzo[c][1,2,5]oxadiazol-4(5H)-one (76.6 mg, 0.353 mmol, 1.1 eq) were suspended in EtOH (1.6 mL). The reaction was stirred at room temperature for 2 h, and then heated to reflux for 1 h. The hot solution was filtered via a 0.45 μm nylon syringe filter and the filtrate was stored at −20° C. over night. 7-[(methyl(oxo){1-[6-(trifluoromethyl)-3-pyridinyl]ethyl}-λ6-sulfa... Starting materials: C(=O)([O-])[O-].[Na+].[Na+] (Na2CO3), Cl (HCl), Cl.NC1[C@@H]2N(C(=C(CS2)C=CC[N+]2=CC=C(C=C2)C(N)=O)C(=O)[O-])C1=O (7-amino-3-[3-(4-carbamoylpyridinio)-1-propenyl]-3-cephem-4-carboxylate hydrochloride), ice, Cl.NC1=NC(=NS1)C(C(=O)Cl)=NOC1CCCC1 (2-(5-amino-1,2,4-thiadiazol-3-yl)-2-cyclopentyloxyiminoacetyl chloride hydrochloride). Run in CC(=O)C (acetone). Conditions: temperature 10 celsius, time 1 hour. The product is NC1=NC(=NS1)C(C(=O)NC1[C@@H]2N(C(=C(CS2)C=CC[N+]2=CC=C(C=C2)C(N)=O)C(=O)[O-])C1=O)=NOC1CCCC1 (7-[2-(5-Amino-1,2,4-thiadiazol-3-yl)-2-cyclopentyloxyiminoacetamido]-3-[3-(4-carbamoylpyridinio)-1-propenyl]-3-cephem-4-carboxylate). Yield: 59.8%. As a reaction SMILES: Cl.[NH2:2][CH:3]1[C:25](=[O:26])[N:5]2[C:6]([C:22]([O-:24])=[O:23])=[C:7]([CH:10]=[CH:11][CH2:12][N+:13]3[CH:18]=[CH:17][C:16]([C:19](=[O:21])[NH2:20])=[CH:15][CH:14]=3)[CH2:8][S:9][C@H:4]12.Cl.[NH2:28][C:29]1[S:33][N:32]=[C:31]([C:34](=[N:38][O:39][CH:40]2[CH2:44][CH2:43][CH2:42][CH2:41]2)[C:35](Cl)=[O:36])[N:30]=1.C([O-])([O-])=O.[Na+].[Na+].Cl>CC(C)=O>[NH2:28][C:29]1[S:33][N:32]=[C:31]([C:34](=[N:38][O:39][CH:40]2[CH2:44][CH2:43][CH2:42][CH2:41]2)[C:35]([NH:2][CH:3]2[C:25](=[O:26])[N:5]3[C:6]([C:22]([O-:24])=[O:23])=[C:7]([CH:10]=[CH:11][CH2:12][N+:13]4[CH:14]=[CH:15][C:16]([C:19](=[O:21])[NH2:20])=[CH:17][CH:18]=4)[CH2:8][S:9][C@H:4]23)=[O:36])[N:30]=1 |f:0.1,2.3,4.5.6|. Procedure details: To a stirred solution of 139 mg (0.31 mmole) of 7-amino-3-[3-(4-carbamoylpyridinio)-1-propenyl]-3-cephem-4-carboxylate hydrochloride in 3.5 ml of 50% aqueous acetone in an ice-cooling bath was added portionwise 120 mg (0.44 mmole) of 2-(5-amino-1,2,4-thiadiazol-3-yl)-2-cyclopentyloxyiminoacetyl chloride hydrochloride (from Preparation No. 27). The mixture was adjusted to pH 6.5-7.0 with 2N Na2CO3 (0.9 ml) and stirred for 1 hour at 10° C. The reaction mixture was acidified to pH 2 with 1N HCl and... Starting materials: Intermediate 223, FC(C(=O)O)(F)F.C[C@H](CCC)OC=1NC(=C2N=C(N=C2N1)OC)N (2-{[(1R)-1-methylbutyl]oxy}-8-(methyloxy)-1H-purin-6-amine trifluoroacetate), BrCC[C@H]1COCC1 ((3S)-3-(2-bromoethyl)tetrahydrofuran). Yields the product C[C@H](CCC)OC1=NC(=C2N=C(N(C2=N1)CC[C@H]1COCC1)OC)N (2-{[(1R)-1-Methylbutyl]oxy}-8-(methyloxy)-9-{2-[(3R)-tetrahydro-3-furanyl]ethyl}-9H-purin-6-amine). Reaction SMILES: FC(F)(F)C(O)=O.[CH3:8][C@@H:9]([O:13][C:14]1[NH:15][C:16]([NH2:25])=[C:17]2[C:21]([N:22]=1)=[N:20][C:19]([O:23][CH3:24])=[N:18]2)[CH2:10][CH2:11][CH3:12].Br[CH2:27][CH2:28][C@@H:29]1[CH2:33][CH2:32][O:31][CH2:30]1>>[CH3:8][C@@H:9]([O:13][C:14]1[N:22]=[C:21]2[C:17]([N:18]=[C:19]([O:23][CH3:24])[N:20]2[CH2:27][CH2:28][C@@H:29]2[CH2:33][CH2:32][O:31][CH2:30]2)=[C:16]([NH2:25])[N:15]=1)[CH2:10][CH2:11][CH3:12] |f:0.1|. Procedure: Prepared similarly to Intermediate 223 from 2-{[(1R)-1-methylbutyl]oxy}-8-(methyloxy)-1H-purin-6-amine trifluoroacetate and (3S)-3-(2-bromoethyl)tetrahydrofuran but conducting the alkylation over 1 hour at 60° C.